This data is from the Open Reaction Database (ORD), a public repository of structured organic reaction records. The task is: describe an organic reaction: reactants, conditions, products, and yield Starting materials: CCO, COc1cc(N2C(=O)c3ccccc3C2=O)c2nc(Cl)cc(C)c2c1Oc1cccc(C(F)(F)F)c1, NN, O. Product: COc1cc(N)c2nc(Cl)cc(C)c2c1Oc1cccc(C(F)(F)F)c1. Reaction SMILES: [CH3:40][CH2:41][OH:42].[Cl:1][c:2]1[n:3][c:4]2[c:5]([N:26]3[C:27](=[O:28])[c:29]4[cH:30][cH:31][cH:32][cH:33][c:34]4[C:35]3=[O:36])[cH:6][c:7]([O:24][CH3:25])[c:8]([O:13][c:14]3[cH:15][c:16]([C:20]([F:21])([F:22])[F:23])[cH:17][cH:18][cH:19]3)[c:9]2[c:10]([CH3:12])[cH:11]1.[NH2:38][NH2:39].[OH2:37]>>[Cl:1][c:2]1[n:3][c:4]2[c:5]([NH2:26])[cH:6][c:7]([O:24][CH3:25])[c:8]([O:13][c:14]3[cH:15][c:16]([C:20]([F:21])([F:22])[F:23])[cH:17][cH:18][cH:19]3)[c:9]2[c:10]([CH3:12])[cH:11]1.